This data is from the Open Reaction Database (ORD), a public repository of structured organic reaction records. The task is: describe an organic reaction: reactants, conditions, products, and yield The reactants are ice water, solution, [N+](=O)(O)[O-] (nitric acid), C(CCCCCCCC)C1=CC=C(C=C1)O (4-nonylphenol). Solvent: C(C)(=O)O (acetic acid). Conditions: time 10 minute. The product is [N+](=O)([O-])C1=C(C=CC(=C1)CCCCCCCCC)O (2-nitro-4-nonylphenol). Isolated yield 78.0%. RXN SMILES: [CH2:1]([C:10]1[CH:15]=[CH:14][C:13]([OH:16])=[CH:12][CH:11]=1)[CH2:2][CH2:3][CH2:4][CH2:5][CH2:6][CH2:7][CH2:8][CH3:9].[N+:17]([O-])([OH:19])=[O:18]>C(O)(=O)C>[N+:17]([C:14]1[CH:15]=[C:10]([CH2:1][CH2:2][CH2:3][CH2:4][CH2:5][CH2:6][CH2:7][CH2:8][CH3:9])[CH:11]=[CH:12][C:13]=1[OH:16])([O-:19])=[O:18]. Reported procedure: 10 g of 4-nonylphenol (manufactured by Tokyo Kasei K.K., containing 10% of ortho compound) was dissolved in 30 ml of acetic acid and to the resulting solution was added 20 ml of 30% solution of nitric acid at 5°-10° C. for 2 hours. After 10 minutes, the resulting solution was treated with 50 g of ice water and then extracted with three 50-ml portions of ether. The ether was distilled off and then the residue was isolated using a silica gel column to obtain 9.33 g of the desired product in a 78% ... Reactants: IC(C)C (2-iodopropane), [H-].[Na+] (sodium hydride), CC1C(NCCN1CC1=NN=NN1C1=CC(=CC=C1)C(F)(F)F)=O (3-methyl-4-({1-[3-(trifluoromethyl)phenyl]-1H-tetrazol-5-yl}methyl)-2-piperazinone), CC1C(NCCN1CC1=NN=NN1C1=CC(=CC=C1)C(F)(F)F)=O (3-methyl-4-({1-[3-(trifluoromethyl)phenyl]-1H-tetrazol-5-yl}methyl)-2-piperazinone), IC(C)C (2-iodopropane), [H-].[Na+] (sodium hydride). Solvent: C(C)(=O)OCC (ethyl acetate), CN(C=O)C (N,N-Dimethylformamide). Run at time 24 hour. Product: CC1C(N(CCN1CC1=NN=NN1C1=CC(=CC=C1)C(F)(F)F)C(C)C)=O (3-Methyl-1-(1-methylethyl)-4-({1-[3-(trifluoromethyl)phenyl]-1H-tetrazol-5-yl}methyl)-2-piperazinone). Isolated yield 9.5%. As a reaction SMILES: [CH3:1][CH:2]1[N:7]([CH2:8][C:9]2[N:13]([C:14]3[CH:19]=[CH:18][CH:17]=[C:16]([C:20]([F:23])([F:22])[F:21])[CH:15]=3)[N:12]=[N:11][N:10]=2)[CH2:6][CH2:5][NH:4][C:3]1=[O:24].I[CH:26]([CH3:28])[CH3:27].[H-].[Na+]>CN(C)C=O.C(OCC)(=O)C>[CH3:1][CH:2]1[N:7]([CH2:8][C:9]2[N:13]([C:14]3[CH:19]=[CH:18][CH:17]=[C:16]([C:20]([F:23])([F:22])[F:21])[CH:15]=3)[N:12]=[N:11][N:10]=2)[CH2:6][CH2:5][N:4]([CH:26]([CH3:28])[CH3:27])[C:3]1=[O:24] |f:2.3|. Procedure details: To a solution of 3-methyl-4-({1-[3-(trifluoromethyl)phenyl]-1H-tetrazol-5-yl}methyl)-2-piperazinone (75 mg, 0.220 mmol, Compound 32), in N,N-Dimethylformamide (DMF) (1 mL) was added 2-iodopropane (0.024 mL, 0.242 mmol) and sodium hydride (8.81 mg, 0.220 mmol). The resulting reaction mixture was stirred at room temperature for 24 hours. To the reaction mixture was added 1 equivalent of 2-iodopropane and 0.5 equivalent of sodium hydride and stirred for an additional 24 h at room temperature. The r... Starting materials: CCOCCOc1cc(C)c(-c2cccc(CNc3ccc(CC(F)(F)C(=O)OCC)cc3)c2)c(C)c1, CCO, Cl, [Li+], C1CCOC1, [OH-], O, O. Yields the product CCOCCOc1cc(C)c(-c2cccc(CNc3ccc(CC(F)(F)C(=O)O)cc3)c2)c(C)c1. RXN SMILES: [CH2:1]([CH3:2])[O:3][CH2:4][CH2:5][O:6][c:7]1[cH:8][c:9]([CH3:37])[c:10](-[c:14]2[cH:15][c:16]([CH2:20][NH:21][c:22]3[cH:23][cH:24][c:25]([CH2:28][C:29]([C:30](=[O:31])[O:32][CH2:33][CH3:34])([F:35])[F:36])[cH:26][cH:27]3)[cH:17][cH:18][cH:19]2)[c:11]([CH3:13])[cH:12]1.[CH3:48][CH2:49][OH:50].[ClH:46].[Li+:45].[O:38]1[CH2:39][CH2:40][CH2:41][CH2:42]1.[OH-:44].[OH2:43].[OH2:47]>>[CH2:1]([CH3:2])[O:3][CH2:4][CH2:5][O:6][c:7]1[cH:8][c:9]([CH3:37])[c:10](-[c:14]2[cH:15][c:16]([CH2:20][NH:21][c:22]3[cH:23][cH:24][c:25]([CH2:28][C:29]([C:30](=[O:31])[OH:32])([F:35])[F:36])[cH:26][cH:27]3)[cH:17][cH:18][cH:19]2)[c:11]([CH3:13])[cH:12]1.